Dataset: the Open Reaction Database (ORD), a public repository of structured organic reaction records. Task: describe an organic reaction: reactants, conditions, products, and yield Reactants: CC1(C(=O)C=CO)CC2(CCC2)C1, O=S(Cl)Cl, c1ccccc1. Product: CC1(C(=O)C=CCl)CC2(CCC2)C1. RXN SMILES: [OH:1][CH:2]=[CH:3][C:4](=[O:5])[C:6]1([CH3:13])[CH2:7][C:8]2([CH2:9]1)[CH2:10][CH2:11][CH2:12]2.[S:14]([Cl:15])([Cl:16])=[O:17].[cH:18]1[cH:19][cH:20][cH:21][cH:22][cH:23]1>>[CH:2](=[CH:3][C:4](=[O:5])[C:6]1([CH3:13])[CH2:7][C:8]2([CH2:9]1)[CH2:10][CH2:11][CH2:12]2)[Cl:16].